Dataset: the Open Reaction Database (ORD), a public repository of structured organic reaction records. Task: describe an organic reaction: reactants, conditions, products, and yield The reactants are ClC=1C=C(C(=O)N[N+]2=CC=CC=C2)C=CC1Cl (1-(3,4-dichlorobenzamido)pyridinium), S(=O)(=O)(OC)OC (dimethyl sulphate). The product is COS(=O)(=O)[O-].ClC=1C=C(C(=O)N(C)[N+]2=CC=CC=C2)C=CC1Cl (1-(3,4-dichloro-N-methylbenzamido) pyridinium methyl sulphate). Reaction SMILES: [Cl:1][C:2]1[CH:3]=[C:4]([CH:14]=[CH:15][C:16]=1[Cl:17])[C:5]([NH:7][N+:8]1[CH:13]=[CH:12][CH:11]=[CH:10][CH:9]=1)=[O:6].[S:18]([O:23]C)([O:21][CH3:22])(=[O:20])=[O:19]>>[CH3:22][O:21][S:18]([O-:23])(=[O:20])=[O:19].[Cl:1][C:2]1[CH:3]=[C:4]([CH:14]=[CH:15][C:16]=1[Cl:17])[C:5]([N:7]([N+:8]1[CH:9]=[CH:10][CH:11]=[CH:12][CH:13]=1)[CH3:22])=[O:6] |f:2.3|. Procedure: 1-(3,4-dichlorobenzamido)pyridinium internal salt (20 parts) and dimethyl sulphate (100 parts) were heated together at 100° C for four hours. On cooling, crystals separated which were filtered off, washed and dried to give 1-(3,4-dichloro-N-methylbenzamido) pyridinium methyl sulphate (15 parts), melting point 135° C. The reactants are ClC1=NC2=C(C=C(C=C2C=C1C(=O)O)Cl)Cl (2,6,8-trichloroquinoline-3-carboxylic acid), N[C@@H](CC1=CC=C(C=C1)O)C(=O)O (L-tyrosine). Solvent: O (H2O). Product: C(=O)(O)[C@H](CC1=CC=C(C=C1)O)NC1=NC2=C(C=C(C=C2C=C1C(=O)O)Cl)Cl (2-[(S)-1-Carboxy-2-(4-hydroxy-phenyl)-ethylamino]-6,8-dichloro-quinoline-3-carboxylic acid). As a reaction SMILES: Cl[C:2]1[C:11]([C:12]([OH:14])=[O:13])=[CH:10][C:9]2[C:4](=[C:5]([Cl:16])[CH:6]=[C:7]([Cl:15])[CH:8]=2)[N:3]=1.[NH2:17][C@H:18]([C:27]([OH:29])=[O:28])[CH2:19][C:20]1[CH:25]=[CH:24][C:23]([OH:26])=[CH:22][CH:21]=1>O>[C:27]([C@@H:18]([NH:17][C:2]1[C:11]([C:12]([OH:14])=[O:13])=[CH:10][C:9]2[C:4](=[C:5]([Cl:16])[CH:6]=[C:7]([Cl:15])[CH:8]=2)[N:3]=1)[CH2:19][C:20]1[CH:25]=[CH:24][C:23]([OH:26])=[CH:22][CH:21]=1)([OH:29])=[O:28]. Reported procedure: In close analogy to the procedure described in Example 1, 2,6,8-trichloroquinoline-3-carboxylic acid is reacted with L-tyrosine in H2O to provide the title compound in good yield. Solvent: C1(=CC=CC=C1)C (toluene). The product is C(C1=CC=CC=C1)NC1CC2=C(CCC1)C(=CC=C2)OC (N-benzyl-(1-methoxy-6,7,8,9-tetrahydro-5H-benzocyclohepten-6-yl)amine). Procedure details: A solution of 3-methoxy-6,7,8,9-tetrahydrobenzocyclohepten-5-one (6.0 g) and benzylamine (3.4 ml) in toluene (60 ml) in the presence of a catalytic amount of p-toluenesulfonic acid monohydrate was refluxed for 2 hours to remove water at the toluene azeotrope, and then the mixture was evaporated in vacuo. To the residue in methanol (60 ml) was added sodium borohydride (1.2 g) under nitrogen at 5° C., and the mixture was stirred at room temperature for 12 hours. The resulting mixture was poured in... RXN SMILES: CO[C:3]1[CH:14]=[CH:13][C:6]2[CH2:7][CH2:8][CH2:9][CH2:10][C:11](=O)[C:5]=2[CH:4]=1.[CH2:15]([NH2:22])[C:16]1[CH:21]=[CH:20][CH:19]=[CH:18][CH:17]=1.[OH2:23].[C:24]1(C)C=CC(S(O)(=O)=O)=CC=1>C1(C)C=CC=CC=1>[CH2:15]([NH:22][CH:8]1[CH2:9][CH2:10][CH2:11][C:5]2[C:4]([O:23][CH3:24])=[CH:3][CH:14]=[CH:13][C:6]=2[CH2:7]1)[C:16]1[CH:21]=[CH:20][CH:19]=[CH:18][CH:17]=1 |f:2.3|. Conditions: time 12 hour. The reactants are COC1=CC2=C(CCCCC2=O)C=C1 (3-methoxy-6,7,8,9-tetrahydrobenzocyclohepten-5-one), C(C1=CC=CC=C1)N (benzylamine), O.C1(=CC=C(C=C1)S(=O)(=O)O)C (p-toluenesulfonic acid monohydrate). The reactants are C(C)OC([C@H](CC1=CC=C(C=C1)OC(C)(C)C(=O)O)OCC)=O ((2S)-3-[4-(1-carboxy-1-methyl-ethoxy)-phenyl]-2-ethoxy-propionic acid ethyl ester), C(C)O[C@H](C(=O)O)CC1=CC=C(C=C1)O[C@H](C)C(NCCC1=CC=C(C=C1)OC1=CC=CC=C1)=O ((2S,1R)-2-ethoxy-3-(4-{1-[2-(4-phenoxy-phenyl)-ethylcarbamoyl]-ethoxy}-phenyl)-propionic acid). Yields the product C(C)O[C@H](C(=O)O)CC1=CC=C(C=C1)OC(C)(C)C(NCCCCCCC)=O ((2S)-2-ethoxy-3-[4-(1-heptylcarbamoyl-1-methyl-ethoxy)-phenyl]-propionic acid). RXN SMILES: C([O:3][C:4](=[O:23])[C@@H:5]([O:20][CH2:21][CH3:22])[CH2:6][C:7]1[CH:12]=[CH:11][C:10]([O:13][C:14]([C:17]([OH:19])=O)([CH3:16])[CH3:15])=[CH:9][CH:8]=1)C.C(O[C@@H](CC1C=CC(O[C@@H](C(=O)[NH:42][CH2:43][CH2:44][C:45]2C=[CH:49][C:48](OC3C=CC=CC=3)=[CH:47][CH:46]=2)C)=CC=1)C(O)=O)C>>[CH2:21]([O:20][C@@H:5]([CH2:6][C:7]1[CH:8]=[CH:9][C:10]([O:13][C:14]([C:17](=[O:19])[NH:42][CH2:43][CH2:44][CH2:45][CH2:46][CH2:47][CH2:48][CH3:49])([CH3:15])[CH3:16])=[CH:11][CH:12]=1)[C:4]([OH:3])=[O:23])[CH3:22]. Procedure details: The title compound was prepared from (2S)-3-[4-(1-carboxy-1-methyl-ethoxy)-phenyl]-2-ethoxy-propionic acid ethyl ester (EXAMPLE 49, step 2) and hepthylamine via the same procedure used for the preparation of (2S,1R)-2-ethoxy-3-(4-{1-[2-(4-phenoxy-phenyl)-ethylcarbamoyl]-ethoxy}-phenyl)-propionic acid (Example 1, step 3) to produce a colorless oil. MS (ES) for C22H33NO5 [M+H]+: 394. The reactants are C1CCOC1 (THF), solution, ClC1=NC=C(C(=C1C)C)NC(C(C)(C)C)=O (2-chloro-3,4-dimethyl-5-pivaloylaminopyridine), C(C)OC(C(=O)C1=CC=CC=C1)OCC (2,2-diethoxyacetophenone). Reagents/catalysts: CCCCCC (n-hexane). Solvent: O (water). Conditions: temperature 0 celsius, time 3 hour. Yields the product ClC1=NC=C(C(=C1C)CC(C(OCC)OCC)(C1=CC=CC=C1)O)NC(C(C)(C)C)=O (3-[2-Chloro-3-methyl-5-pivaloylamino-4-pyridyl]-1,1-diethoxy-2-hydroxy-2-phenylpropane). Yield: 67.0%. Reaction SMILES: [Cl:1][C:2]1[C:7]([CH3:8])=[C:6]([CH3:9])[C:5]([NH:10][C:11](=[O:16])[C:12]([CH3:15])([CH3:14])[CH3:13])=[CH:4][N:3]=1.C1COCC1.[CH2:22]([O:24][CH:25]([O:34][CH2:35][CH3:36])[C:26]([C:28]1[CH:33]=[CH:32][CH:31]=[CH:30][CH:29]=1)=[O:27])[CH3:23]>CCCCCC.O>[Cl:1][C:2]1[C:7]([CH3:8])=[C:6]([CH2:9][C:26]([OH:27])([C:28]2[CH:33]=[CH:32][CH:31]=[CH:30][CH:29]=2)[CH:25]([O:24][CH2:22][CH3:23])[O:34][CH2:35][CH3:36])[C:5]([NH:10][C:11](=[O:16])[C:12]([CH3:13])([CH3:15])[CH3:14])=[CH:4][N:3]=1. Procedure: 144.3 g (0.6 mol) of 2-chloro-3,4-dimethyl-5-pivaloylaminopyridine are dissolved in 2.9 1 of abs. THF and the solution is treated under argon at -78° C. with 127 ml of a 10.4N solution of n-BuLl in n-hexane (1.32 mmol). The mixture is stirred at 0° C. for 3 h, 129.8 ml (0.6 mol) of 2,2-diethoxyacetophenone are slowly added at -78° C. and the mixture is stirred at room temperature overnight. It is then added to water and extracted 3 times with ethyl acetate, dried and concentrated on a rotary eva... Reactants: CS(=O)(=O)Cl (methanesulfonyl chloride), O1CCC(CC1)S(=O)(=O)Cl (tetrahydro-2H-pyran-4-sulfonyl chloride), C12(CC3CC(CC(C1)C3)C2)COC2=C(C=C(C(=O)N)C=C2)C=2C(=NC=CC2)OC (4-(adamantan-1-ylmethoxy)-3-(2-methoxypyridin-3-yl)benzamide), C12(CC3CC(CC(C1)C3)C2)COC2=CC(=C(C(=O)N)C=C2C2CC2)F (4-(adamantan-1-ylmethoxy)-5-cyclopropyl-2-fluorobenzamide). Yields the product C12(CC3CC(CC(C1)C3)C2)COC2=CC(=C(C(=O)NS(=O)(=O)C3CCOCC3)C=C2C2CC2)F (4-(adamantan-1-ylmethoxy)-5-cyclopropyl-2-fluoro-N-((tetrahydro-2H-pyran-4-yl)sulfonyl)benzamide), solid. Isolated yield 30.0%. Reaction SMILES: C12(COC3C=CC(C(N)=O)=CC=3C3C(OC)=NC=CC=3)CC3CC(CC(C3)C1)C2.[C:30]12([CH2:40][O:41][C:42]3[C:50]([CH:51]4[CH2:53][CH2:52]4)=[CH:49][C:45]([C:46]([NH2:48])=[O:47])=[C:44]([F:54])[CH:43]=3)[CH2:39][CH:34]3[CH2:35][CH:36]([CH2:38][CH:32]([CH2:33]3)[CH2:31]1)[CH2:37]2.CS(Cl)(=O)=O.[O:60]1[CH2:65][CH2:64][CH:63]([S:66](Cl)(=[O:68])=[O:67])[CH2:62][CH2:61]1>>[C:30]12([CH2:40][O:41][C:42]3[C:50]([CH:51]4[CH2:52][CH2:53]4)=[CH:49][C:45]([C:46]([NH:48][S:66]([CH:63]4[CH2:64][CH2:65][O:60][CH2:61][CH2:62]4)(=[O:68])=[O:67])=[O:47])=[C:44]([F:54])[CH:43]=3)[CH2:37][CH:36]3[CH2:38][CH:32]([CH2:33][CH:34]([CH2:35]3)[CH2:39]1)[CH2:31]2. Procedure: Following the procedure as described in Example 38 step 4 and making variations as required to replace 4-(adamantan-1-ylmethoxy)-3-(2-methoxypyridin-3-yl)benzamide with 4-(adamantan-1-ylmethoxy)-5-cyclopropyl-2-fluorobenzamide and to replace methanesulfonyl chloride with tetrahydro-2H-pyran-4-sulfonyl chloride, the title compound was obtained as a colorless solid (0.15 g, 30%): 1H NMR (300 MHz, CDCl3) δ8.55-8.44 (m, 1H), 7.60-7.52 (m, 1H), 6.62-6.52 (m, 1H), 4.17-3.90 (m, 3H), 3.56 (s, 2H), 3.47...